Task: describe an organic reaction: reactants, conditions, products, and yield. Dataset: the Open Reaction Database (ORD), a public repository of structured organic reaction records Reactants: NC1=NC(=NC=2N1N=C(N2)C=2OC=CC2)C2=CC=C(C=C2)OC (7-amino-2-(2-furyl)-5-[4-methoxyphenyl][1,2,4]triazolo[1,5-a][1,3,5]triazine), C(C)(=O)OC(C)=O (acetic anhydride). Product: C(C)(=O)NC1=NC(=NC=2N1N=C(N2)C=2OC=CC2)C2=CC=C(C=C2)OC (7-acetylamino-2-(2-furyl)-5-[4-methoxyphenyl][1,2,4]triazolo[1,5-a][1,3,5]triazine). RXN SMILES: [NH2:1][C:2]1[N:7]2[N:8]=[C:9]([C:11]3[O:12][CH:13]=[CH:14][CH:15]=3)[N:10]=[C:6]2[N:5]=[C:4]([C:16]2[CH:21]=[CH:20][C:19]([O:22][CH3:23])=[CH:18][CH:17]=2)[N:3]=1.[C:24](OC(=O)C)(=[O:26])[CH3:25]>>[C:24]([NH:1][C:2]1[N:7]2[N:8]=[C:9]([C:11]3[O:12][CH:13]=[CH:14][CH:15]=3)[N:10]=[C:6]2[N:5]=[C:4]([C:16]2[CH:21]=[CH:20][C:19]([O:22][CH3:23])=[CH:18][CH:17]=2)[N:3]=1)(=[O:26])[CH3:25]. Procedure: A solution of 7-amino-2-(2-furyl)-5-[4-methoxyphenyl][1,2,4]triazolo[1,5-a][1,3,5]triazine (0.23 g) in acetic anhydride (10 ml) was heated on the steam-bath for 18 hours. The solvent was then evaporated in vacuo and the residue was purified by chromatography on silica-gel eluting with dichloromethane containing ethyl acetate (5% v/v). The solid obtained from the chromatography was crystallised from ethanol and gave 7-acetylamino-2-(2-furyl)-5-[4-methoxyphenyl][1,2,4]triazolo[1,5-a][1,3,5]triazin... Reactants: CI, COc1ccc(CC(=O)c2ccc3c(c2)n(C)c(=O)n3C)c(Cl)c1, [H-], [Na+], CN(C)C=O, O. Yields the product COc1ccc(C(C)C(=O)c2ccc3c(c2)n(C)c(=O)n3C)c(Cl)c1. As a reaction SMILES: [CH3:27][I:28].[Cl:3][c:4]1[c:5]([CH2:12][C:13](=[O:14])[c:15]2[cH:16][c:17]3[c:18]([n:19]([CH3:24])[c:20](=[O:23])[n:21]3[CH3:22])[cH:25][cH:26]2)[cH:6][cH:7][c:8]([O:10][CH3:11])[cH:9]1.[H-:1].[Na+:2].[O:30]=[CH:31][N:32]([CH3:33])[CH3:34].[OH2:29]>>[Cl:3][c:4]1[c:5]([CH:12]([C:13](=[O:14])[c:15]2[cH:16][c:17]3[c:18]([n:19]([CH3:24])[c:20](=[O:23])[n:21]3[CH3:22])[cH:25][cH:26]2)[CH3:27])[cH:6][cH:7][c:8]([O:10][CH3:11])[cH:9]1. Reactants: [N+](=[N-])=CC(CCC=C)=O (1-diazo-5-hexen-2-one), C(C)(=O)O (acetic acid). Yields the product C(C)(=O)OCC(CCC=C)=O (1-acetoxy-5-hexen-2-one). Yield: 90.0%. Reaction SMILES: [N+](=[CH:3][C:4](=[O:9])[CH2:5][CH2:6][CH:7]=[CH2:8])=[N-].[C:10]([OH:13])(=[O:12])[CH3:11]>>[C:10]([O:13][CH2:3][C:4](=[O:9])[CH2:5][CH2:6][CH:7]=[CH2:8])(=[O:12])[CH3:11]. Procedure: Into 35 ml of glacial acetic acid at 60°-70° C. is dropped slowly 12.4 g. (0.1 mole) of 1-diazo-5-hexen-2-one. After the nitrogen evolution stops, the reaction mixture is heated to reflux for one hour. The resulting mixture is extracted with 3×50 ml of methylene chloride. The organic layer is dried over anhydrous magnesium sulfate. Concentration of the filtrate gives 1-acetoxy-5-hexen-2-one as a brown oil in 90% yield, based on the starting 4-pentenoyl chloride. ##STR40## Product: C=CCNc1ccc([N+](=O)[O-])cc1C. Reaction SMILES: [CH2:25]([Cl:26])[CH:27]=[CH2:28].[CH2:29]([CH:30]=[CH2:31])[N:32]([c:33]1[c:34]([CH3:42])[cH:35][c:36]([N+:39](=[O:40])[O-:41])[cH:37][cH:38]1)[CH:43]=[O:44].[CH3:1][c:2]1[cH:3][c:4]([N+:5]([O-:6])=[O:7])[cH:8][cH:9][c:10]1[NH2:11].[CH:12]([NH:13][c:14]1[cH:15][cH:16][c:17]([N+:18]([O-:19])=[O:20])[cH:21][c:22]1[CH3:23])=[O:24].[CH:45]([OH:46])=[O:47]>>[CH2:29]([CH:30]=[CH2:31])[NH:32][c:33]1[c:34]([CH3:42])[cH:35][c:36]([N+:39](=[O:40])[O-:41])[cH:37][cH:38]1. Starting materials: C=CCCl, C=CCN(C=O)c1ccc([N+](=O)[O-])cc1C, Cc1cc([N+](=O)[O-])ccc1N, Cc1cc([N+](=O)[O-])ccc1NC=O, O=CO. Starting materials: C(C)OC(\C=C\C1=CC=C(C=C1)S(=O)(=O)C)=O ((E)-3-(4-(methylsulfonyl)phenyl)acrylic acid ethyl ester), [OH-].[Li+] (lithium hydroxide). Run in O1CCOCC1.O (dioxane water). Yields the product CS(=O)(=O)C1=CC=C(/C=C/C(=O)O)C=C1 ((E)-4-methylsulfonylcinnamic acid). As a reaction SMILES: C([O:3][C:4](=[O:17])/[CH:5]=[CH:6]/[C:7]1[CH:12]=[CH:11][C:10]([S:13]([CH3:16])(=[O:15])=[O:14])=[CH:9][CH:8]=1)C.[OH-].[Li+]>O1CCOCC1.O>[CH3:16][S:13]([C:10]1[CH:11]=[CH:12][C:7](/[CH:6]=[CH:5]/[C:4]([OH:17])=[O:3])=[CH:8][CH:9]=1)(=[O:14])=[O:15] |f:1.2,3.4|. Reported procedure: A solution of (E)-3-(4-(methylsulfonyl)phenyl)acrylic acid ethyl ester and lithium hydroxide in dioxane/water (100 ml/100 ml) was stirred for 16 h at room temp. It was washed with tert.-butyl methyl ether (200 ml). The aqueous phase was acidified with a 10% aqueous solution of sodium hydrogensulfate until pH 2. The precipitation was isolated by filtration and dried in vacuo. The residue was suspended in ethanol (100 ml). The solvent was removed. The latter procedure was repeated once to give 2.7... Starting materials: C12(CC3CC(CC(C1)C3)C2)C2=C(C=C3C=CC(=CC3=C2)C2=CC=C(C(=O)OCC=C)C=C2)OCCCCCC(=O)OCC (allyl 4-[7-(1-adamantyl)-6-ethoxycarbonylpentyloxy-2-naphthyl]benzoate), N1CCOCC1 (morpholine). Reagents/catalysts: C=1C=CC(=CC1)[P](C=2C=CC=CC2)(C=3C=CC=CC3)[Pd]([P](C=4C=CC=CC4)(C=5C=CC=CC5)C=6C=CC=CC6)([P](C=7C=CC=CC7)(C=8C=CC=CC8)C=9C=CC=CC9)[P](C=1C=CC=CC1)(C=1C=CC=CC1)C=1C=CC=CC1 (tetrakis(triphenylphosphine)palladium(0)). Solvent: C1CCOC1 (THF). Run at time 2 hour. Yields the product C12(CC3CC(CC(C1)C3)C2)C2=C(C=C3C=CC(=CC3=C2)C2=CC=C(C(=O)O)C=C2)OCCCCCC(=O)OCC (4-[7-(1-adamantyl)-6-ethoxycarbonylpentyloxy-2-naphthyl]benzoic acid). As a reaction SMILES: [C:1]12([C:11]3[CH:20]=[C:19]4[C:14]([CH:15]=[CH:16][C:17]([C:21]5[CH:32]=[CH:31][C:24]([C:25]([O:27]CC=C)=[O:26])=[CH:23][CH:22]=5)=[CH:18]4)=[CH:13][C:12]=3[O:33][CH2:34][CH2:35][CH2:36][CH2:37][CH2:38][C:39]([O:41][CH2:42][CH3:43])=[O:40])[CH2:10][CH:5]3[CH2:6][CH:7]([CH2:9][CH:3]([CH2:4]3)[CH2:2]1)[CH2:8]2.N1CCOCC1>C1C=CC([P]([Pd]([P](C2C=CC=CC=2)(C2C=CC=CC=2)C2C=CC=CC=2)([P](C2C=CC=CC=2)(C2C=CC=CC=2)C2C=CC=CC=2)[P](C2C=CC=CC=2)(C2C=CC=CC=2)C2C=CC=CC=2)(C2C=CC=CC=2)C2C=CC=CC=2)=CC=1.C1COCC1>[C:1]12([C:11]3[CH:20]=[C:19]4[C:14]([CH:15]=[CH:16][C:17]([C:21]5[CH:32]=[CH:31][C:24]([C:25]([OH:27])=[O:26])=[CH:23][CH:22]=5)=[CH:18]4)=[CH:13][C:12]=3[O:33][CH2:34][CH2:35][CH2:36][CH2:37][CH2:38][C:39]([O:41][CH2:42][CH3:43])=[O:40])[CH2:10][CH:5]3[CH2:4][CH:3]([CH2:9][CH:7]([CH2:6]3)[CH2:8]1)[CH2:2]2 |^1:53,55,74,93|. Procedure: 1.5 g (2.58 mmol) of allyl 4-[7-(1-adamantyl)-6-ethoxycarbonylpentyloxy-2-naphthyl]benzoate, 50 ml of THF and 90 mg (0.08 mmol) of tetrakis(triphenylphosphine)palladium(0) were introduced into a three-necked flask under a stream of nitrogen. 1.13 ml (13 mmol) of morpholine were added dropwise and the reaction mixture was stirred at room temperature for two hours. The reaction mixture was evaporated to dryness, the residue was taken up in water, acidified to pH 1 with hydrochloric acid and extrac... Reactants: ClCC(O)C1=NC=CC=N1 (2-chloro-1-pyrimidin-2-ylethanol), [I-].[Na+] (sodium iodide), CN (methylamine). Solvent: CO (methanol). Product: CNCC(O)C1=NC=CC=N1 (2-(Methylamino)-1-pyrimidin-2-ylethanol). Yield: 47.7%. RXN SMILES: Cl[CH2:2][CH:3]([C:5]1[N:10]=[CH:9][CH:8]=[CH:7][N:6]=1)[OH:4].[I-].[Na+].[CH3:13][NH2:14]>CO>[CH3:13][NH:14][CH2:2][CH:3]([C:5]1[N:10]=[CH:9][CH:8]=[CH:7][N:6]=1)[OH:4] |f:1.2|. Procedure details: In a pressure bottle was placed 2-chloro-1-pyrimidin-2-ylethanol (3.525 g, 22.24 mmol), sodium iodide (0.344 g, 2.29 mmol) and a 2M. methylamine solution (160 ml, 320 mmol) in methanol. The bottle was sealed and heated at 62° for 17 hr. The solvent was evaporated and the residue stirred with 10% MeOH—CHCl3. Filtration and evaporation gave a dark oil that was chromatographed over silica gel (90 g) eluting with 5-10% MeOH—CH2Cl2 containing 1% triethylamine The product was obtained as an amber oil ...